Dataset: the Open Reaction Database (ORD), a public repository of structured organic reaction records. Task: describe an organic reaction: reactants, conditions, products, and yield Starting materials: [Ag], [Br-], CC(C)(Br)c1ccc(C(=O)CCCCl)cc1, CC[N+](CC)(CC)CC, CC#N, CC(C)(Cl)c1ccc(C(=O)CCCCl)cc1, Cl, [Mg], O=C=O. The product is CC(C)(C(=O)O)c1ccc(C(=O)CCCCl)cc1. Reaction SMILES: [Ag:51].[Br-:41].[Br:6][C:7]([CH3:8])([CH3:9])[c:10]1[cH:11][cH:12][c:13]([C:16]([CH2:17][CH2:18][CH2:19][Cl:20])=[O:21])[cH:14][cH:15]1.[CH2:42]([N+:43]([CH2:44][CH3:45])([CH2:46][CH3:47])[CH2:48][CH3:49])[CH3:50].[CH3:38][C:39]#[N:40].[Cl:22][C:23]([c:24]1[cH:25][cH:26][c:27]([C:28](=[O:29])[CH2:30][CH2:31][CH2:32][Cl:33])[cH:34][cH:35]1)([CH3:36])[CH3:37].[ClH:5].[Mg:1].[O:2]=[C:3]=[O:4]>>[O:2]=[C:3]([OH:4])[C:7]([CH3:8])([CH3:9])[c:10]1[cH:11][cH:12][c:13]([C:16]([CH2:17][CH2:18][CH2:19][Cl:20])=[O:21])[cH:14][cH:15]1. Reaction conditions: time 16 hour. Starting materials: FC(C(=O)O)(F)F (trifluoroacetic acid), Cl (HCl), C(CCC)C=1N(C(=CN1)\C=C\1/NC(N(C1=O)COCC[Si](C)(C)C)=O)CC1=CC=C(C(=O)OC)C=C1 (methyl Z-4-[[2-butyl-5-[[2,5-dioxo-1-[[2-(trimethylsilyl)ethoxy]methyl]-4-imidazolidinylidene]methyl]-1H-imidazol-1-yl]methyl]benzoate), C(=O)([O-])[O-].[K+].[K+] (K2CO3), Cl.ClCC=1N=C(SC1)C (4-chloromethyl-2-methylthiazole hydrochloride). Yields the product Cl.Cl.C(CCC)C=1N(C(=CN1)\C=C\1/N(C(N(C1=O)CO)=O)CC=1N=C(SC1)C)CC1=CC=C(C(=O)OC)C=C1 (Methyl Z-4-[[2-butyl-5-[[1-(hydroxymethyl)-3-[(2-methyl-4-thiazolyl)methyl]-2,5-dioxo-4-imidazolidinylidene]methyl]-1H-imidazol-1-yl]methyl]benzoate dihydrochloride). As a reaction SMILES: [CH2:1]([C:5]1[N:6]([CH2:26][C:27]2[CH:36]=[CH:35][C:30]([C:31]([O:33][CH3:34])=[O:32])=[CH:29][CH:28]=2)[C:7](/[CH:10]=[C:11]2\[NH:12][C:13](=[O:25])[N:14]([CH2:17][O:18]CC[Si](C)(C)C)[C:15]\2=[O:16])=[CH:8][N:9]=1)[CH2:2][CH2:3][CH3:4].C([O-])([O-])=O.[K+].[K+].[ClH:43].[Cl:44][CH2:45][C:46]1[N:47]=[C:48]([CH3:51])[S:49][CH:50]=1.FC(F)(F)C(O)=O.Cl>CN(C=O)C.C(Cl)Cl.CC(O)C.O>[ClH:44].[ClH:43].[CH2:1]([C:5]1[N:6]([CH2:26][C:27]2[CH:28]=[CH:29][C:30]([C:31]([O:33][CH3:34])=[O:32])=[CH:35][CH:36]=2)[C:7](/[CH:10]=[C:11]2\[N:12]([CH2:45][C:46]3[N:47]=[C:48]([CH3:51])[S:49][CH:50]=3)[C:13](=[O:25])[N:14]([CH2:17][OH:18])[C:15]\2=[O:16])=[CH:8][N:9]=1)[CH2:2][CH2:3][CH3:4] |f:1.2.3,4.5,12.13.14|. Run in O (Water), CC(C)O (2-propanol), C(Cl)Cl (methylene chloride), CN(C)C=O (DMF). Procedure details: To a solution of methyl Z-4-[[2-butyl-5-[[2,5-dioxo-1-[[2-(trimethylsilyl)ethoxy]methyl]-4-imidazolidinylidene]methyl]-1H-imidazol-1-yl]methyl]benzoate (0.390 g, 0.760 mmol) in DMF (5 mL) is added K2CO3 (0.525 g, 3.80 mmol). After stirring for 5 minutes 4-chloromethyl-2-methylthiazole hydrochloride (0.275 g, 1.49 mmol) is added. The mixture is stirred for 16 hours. Water is added and the gum that precipitates is separated. This gum is dissolved in ethyl acetate, washed with water and brine, and ... Starting materials: NCC1=C(C(C2=CC=CC=C2)O)C=C(C=C1)Cl (2-aminomethyl-5-chlorobenzhydrol), C(CC1=CC=CC=C1)N=C=S (phenethyl isothiocyanate). Solvent: CO (methanol), C(C)N(CC)CC (triethylamine), CO (methanol). Product: ClC1=CC(=C(CNC(=S)NCCC2=CC=CC=C2)C=C1)C(C1=CC=CC=C1)O (1-(4-chloro-2-(α-hydroxybenzyl)benzyl)-3-phenethylthiourea). As a reaction SMILES: [NH2:1][CH2:2][C:3]1[CH:16]=[CH:15][C:14]([Cl:17])=[CH:13][C:4]=1[CH:5]([OH:12])[C:6]1[CH:11]=[CH:10][CH:9]=[CH:8][CH:7]=1.[CH2:18]([N:26]=[C:27]=[S:28])[CH2:19][C:20]1[CH:25]=[CH:24][CH:23]=[CH:22][CH:21]=1>CO.C(N(CC)CC)C>[Cl:17][C:14]1[CH:15]=[CH:16][C:3]([CH2:2][NH:1][C:27]([NH:26][CH2:18][CH2:19][C:20]2[CH:25]=[CH:24][CH:23]=[CH:22][CH:21]=2)=[S:28])=[C:4]([CH:5]([OH:12])[C:6]2[CH:11]=[CH:10][CH:9]=[CH:8][CH:7]=2)[CH:13]=1. Procedure details: 2-aminomethyl-5-chlorobenzhydrol (10 g; 0.04 mole) in 100 ml methanol and 2 ml triethylamine was treated dropwise with a solution of phenethyl isothiocyanate (8.6 g; 0.053 mole) in 25 ml of methanol. After 16 hours at room temperature the reaction mixture was evaporated and the residue was extracted with petroleum ether. The residual oil was recrystallized from diisopropyl ether to yield 1-(4-chloro-2-(α-hydroxybenzyl)benzyl)-3-phenethylthiourea as a white powder (M.Pt. 97° -- 101° ). Reactants: O=C(O)c1cc(Br)c(O)cc1O, CO, O=S(=O)(O)O. Yields the product COC(=O)c1cc(Br)c(O)cc1O. As a reaction SMILES: [Br:1][c:2]1[c:3]([OH:12])[cH:4][c:5]([OH:11])[c:6]([C:7](=[O:8])[OH:9])[cH:10]1.[CH3:18][OH:19].[S:13](=[O:14])(=[O:15])([OH:16])[OH:17]>>[Br:1][c:2]1[c:3]([OH:12])[cH:4][c:5]([OH:11])[c:6]([C:7](=[O:8])[O:9][CH3:18])[cH:10]1.